The task is: describe an organic reaction: reactants, conditions, products, and yield. This data is from the Open Reaction Database (ORD), a public repository of structured organic reaction records. Starting materials: COC(C)(C)C, COc1cc2oc(=O)c(CCOS(C)(=O)=O)c(C)c2c(OC)c1OC, CC(C)O, c1ccc(N2CCNCC2)cc1. Yields the product COc1cc2oc(=O)c(CCN3CCN(c4ccccc4)CC3)c(C)c2c(OC)c1OC. RXN SMILES: [C:38]([O:39][CH3:40])([CH3:41])([CH3:42])[CH3:43].[CH3:1][S:2]([O:3][CH2:6][CH2:7][c:8]1[c:9](=[O:25])[o:10][c:11]2[c:12]([c:13]1[CH3:14])[c:15]([O:23][CH3:24])[c:16]([O:21][CH3:22])[c:17]([O:19][CH3:20])[cH:18]2)(=[O:4])=[O:5].[CH:44]([OH:45])([CH3:46])[CH3:47].[c:26]1([N:32]2[CH2:33][CH2:34][NH:35][CH2:36][CH2:37]2)[cH:27][cH:28][cH:29][cH:30][cH:31]1>>[CH2:6]([CH2:7][c:8]1[c:9](=[O:25])[o:10][c:11]2[c:12]([c:13]1[CH3:14])[c:15]([O:23][CH3:24])[c:16]([O:21][CH3:22])[c:17]([O:19][CH3:20])[cH:18]2)[N:35]1[CH2:34][CH2:33][N:32]([c:26]2[cH:27][cH:28][cH:29][cH:30][cH:31]2)[CH2:37][CH2:36]1. Reactants: O=C([O-])O, CC#N, CC(=O)O, CCCc1cc(C(OCOC)(C(F)(F)F)C(F)(F)F)cc(CCC)c1Oc1ccc([N+](=O)[O-])c(C=O)c1, [Fe], [I-], [K+], O=N[O-], [Na+], [Na+], [Na+], [Na+], C1COCCO1, O, O, O, O=S([O-])([O-])=S, Cc1ccc(S(=O)(=O)O)cc1. The product is CCCc1cc(C(OCOC)(C(F)(F)F)C(F)(F)F)cc(CCC)c1Oc1ccc(I)c(C=O)c1. Reaction SMILES: [C:38](=[O:39])([O-:40])[OH:41].[CH3:75][C:76]#[N:77].[CH3:80][C:81](=[O:82])[OH:83].[F:1][C:2]([C:3]([C:4]([F:5])([F:6])[F:7])([O:8][CH2:9][O:10][CH3:11])[c:12]1[cH:13][c:14]([CH2:33][CH2:34][CH3:35])[c:15]([O:16][c:17]2[cH:18][cH:19][c:20]([N+:25]([O-:26])=[O:27])[c:21]([CH:22]=[O:23])[cH:24]2)[c:28]([CH2:30][CH2:31][CH3:32])[cH:29]1)([F:36])[F:37].[Fe:78].[I-:60].[K+:59].[N:55]([O-:56])=[O:57].[Na+:42].[Na+:58].[Na+:66].[Na+:67].[O:69]1[CH2:70][CH2:71][O:72][CH2:73][CH2:74]1.[OH2:43].[OH2:68].[OH2:79].[S:61]([O-:62])([O-:63])(=[O:64])=[S:65].[c:44]1([CH3:45])[cH:46][cH:47][c:48]([S:49]([OH:50])(=[O:51])=[O:52])[cH:53][cH:54]1>>[F:1][C:2]([C:3]([C:4]([F:5])([F:6])[F:7])([O:8][CH2:9][O:10][CH3:11])[c:12]1[cH:13][c:14]([CH2:33][CH2:34][CH3:35])[c:15]([O:16][c:17]2[cH:18][cH:19][c:20]([I:60])[c:21]([CH:22]=[O:23])[cH:24]2)[c:28]([CH2:30][CH2:31][CH3:32])[cH:29]1)([F:36])[F:37]. Reactants: FC(C(=O)O)(F)F.C(C)N(C)CC1=CC(=CS1)C=1C=C2C(=CNC2=C(C1)C(=O)N)C1CCN(CC1)S(=O)(=O)CC (5-(5-{[ethyl(methyl)amino]methyl}-3-thienyl)-3-[1-(ethylsulfonyl)-4-piperidinyl]-1H-indole-7-carboxamide trifluoroacetate), CNCC (N-methylethanamine). The product is FC(C(=O)O)(F)F.CN(CCN(C)CC1=CC(=CS1)C=1C=C2C(=CNC2=C(C1)C(=O)N)C1CCN(CC1)S(=O)(=O)CC)C (5-(5-{[[2-(dimethylamino)ethyl](methyl)amino]methyl}-3-thienyl)-3-[1-(ethylsulfonyl)-4-piperidinyl]-1H-indole-7-carboxamide trifluoroacetate). The yield is 40.3%. Reaction SMILES: [F:1][C:2]([F:7])([F:6])[C:3]([OH:5])=[O:4].[CH2:8]([N:10]([CH2:12][C:13]1[S:17][CH:16]=[C:15]([C:18]2[CH:19]=[C:20]3[C:24](=[C:25]([C:27]([NH2:29])=[O:28])[CH:26]=2)[NH:23][CH:22]=[C:21]3[CH:30]2[CH2:35][CH2:34][N:33]([S:36]([CH2:39][CH3:40])(=[O:38])=[O:37])[CH2:32][CH2:31]2)[CH:14]=1)[CH3:11])[CH3:9].[CH3:41][NH:42][CH2:43]C>>[F:1][C:2]([F:7])([F:6])[C:3]([OH:5])=[O:4].[CH3:41][N:42]([CH3:43])[CH2:9][CH2:8][N:10]([CH2:12][C:13]1[S:17][CH:16]=[C:15]([C:18]2[CH:19]=[C:20]3[C:24](=[C:25]([C:27]([NH2:29])=[O:28])[CH:26]=2)[NH:23][CH:22]=[C:21]3[CH:30]2[CH2:35][CH2:34][N:33]([S:36]([CH2:39][CH3:40])(=[O:37])=[O:38])[CH2:32][CH2:31]2)[CH:14]=1)[CH3:11] |f:0.1,3.4|. Procedure details: The title compound was prepared according to the general procedure of 5-(5-{[ethyl(methyl)amino]methyl}-3-thienyl)-3-[1-(ethylsulfonyl)-4-piperidinyl]-1H-indole-7-carboxamide trifluoroacetate, substituting [2-(dimethylamino)ethyl]methylamine (102 mg, 1.0 mmol) for N-methylethanamine to afford 26.0 mg of the title compound (40.3%). The reactants are COc1ccccc1C1(Cl)C(=O)Nc2ccc(Cl)cc21, O=C(O)C(F)(F)F, CN(C)C(=O)C(N)Cc1c[nH]cn1. The product is COc1ccccc1C1(NC(Cc2c[nH]cn2)C(=O)N(C)C)C(=O)Nc2ccc(Cl)cc21. RXN SMILES: [Cl:1][C:2]1([c:13]2[c:14]([O:19][CH3:20])[cH:15][cH:16][cH:17][cH:18]2)[C:3](=[O:12])[NH:4][c:5]2[cH:6][cH:7][c:8]([Cl:11])[cH:9][c:10]21.[F:21][C:22]([F:23])([F:24])[C:25]([OH:26])=[O:27].[NH2:28][CH:29]([C:30](=[O:31])[N:32]([CH3:33])[CH3:34])[CH2:35][c:36]1[n:37][cH:38][nH:39][cH:40]1>>[C:2]1([c:13]2[c:14]([O:19][CH3:20])[cH:15][cH:16][cH:17][cH:18]2)([NH:28][CH:29]([C:30](=[O:31])[N:32]([CH3:33])[CH3:34])[CH2:35][c:36]2[n:37][cH:38][nH:39][cH:40]2)[C:3](=[O:12])[NH:4][c:5]2[cH:6][cH:7][c:8]([Cl:11])[cH:9][c:10]21. Reactants: C(C)N(C1=C(C=CC(=C1)OC)[C@@H]1CC=2C=CC(=CC2CC1)OC(C(C)(C)C)=O)C(C1=CC=C(C=C1)O)=O (pivalic acid (S)-6-{2-[ethyl(4-hydroxybenzoyl)amino]-4-methoxyphenyl}-5,6,7,8-tetrahydronaphthalen-2-yl ester), N1(CCCCCC1)C(CCl)=O (1-azepan-1-yl-2-chloroethanone). Yields the product N1(CCCCCC1)CCOC1=CC=C(CCCNC2=C(C=CC(=C2)OC)[C@@H]2CC=3C=CC(=CC3CC2)O)C=C1 ((S)-6-{2-{[4-(2-Azepan-1-ylethoxy)benzyl]ethylamino}-4-methoxyphenyl}-5,6,7,8-tetrahydronaphthalen-2-ol). Isolated yield 77.8%. Reaction SMILES: C([N:3](C(=O)C1C=CC(O)=CC=1)[C:4]1[CH:9]=[C:8]([O:10][CH3:11])[CH:7]=[CH:6][C:5]=1[C@H:12]1[CH2:21][CH2:20][C:19]2[CH:18]=[C:17]([O:22]C(=O)C(C)(C)C)[CH:16]=[CH:15][C:14]=2[CH2:13]1)C.[N:38]1([C:45](=O)[CH2:46]Cl)[CH2:44][CH2:43][CH2:42][CH2:41][CH2:40][CH2:39]1>>[N:38]1([CH2:45][CH2:46][O:10][C:8]2[CH:9]=[CH:4][C:5]([CH2:12][CH2:13][CH2:14][NH:3][C:4]3[CH:9]=[C:8]([O:10][CH3:11])[CH:7]=[CH:6][C:5]=3[C@H:12]3[CH2:21][CH2:20][C:19]4[CH:18]=[C:17]([OH:22])[CH:16]=[CH:15][C:14]=4[CH2:13]3)=[CH:6][CH:7]=2)[CH2:44][CH2:43][CH2:42][CH2:41][CH2:40][CH2:39]1. Procedure: Synthesized from pivalic acid (S)-6-{2-[ethyl(4-hydroxybenzoyl)amino]-4-methoxyphenyl}-5,6,7,8-tetrahydronaphthalen-2-yl ester (20 mg) and 1-azepan-1-yl-2-chloroethanone (14 mg) according to an analogous synthetic method to Example 404 and purified by LC-MS, the title compound (8.2 mg) was obtained. As a reaction SMILES: Br[C:2]1[C:10]2[C:9]([NH:11][C@H:12]([C:14]3[N:19]([C:20]4[CH:25]=[CH:24][CH:23]=[CH:22][CH:21]=4)[C:18](=[O:26])[C:17]4=[C:27]([CH3:30])[CH:28]=[CH:29][N:16]4[N:15]=3)[CH3:13])=[N:8][CH:7]=[N:6][C:5]=2[N:4]([CH2:31][O:32][CH2:33][CH2:34][Si:35]([CH3:38])([CH3:37])[CH3:36])[CH:3]=1.[CH3:39][N:40]([CH3:56])[CH:41]1[CH2:46][CH2:45][N:44]([C:47]2[CH:52]=[C:51](B(O)O)[CH:50]=[CH:49][N:48]=2)[CH2:43][CH2:42]1.C(=O)([O-])[O-].[Na+].[Na+]>C1C=CC([P]([Pd]([P](C2C=CC=CC=2)(C2C=CC=CC=2)C2C=CC=CC=2)([P](C2C=CC=CC=2)(C2C=CC=CC=2)C2C=CC=CC=2)[P](C2C=CC=CC=2)(C2C=CC=CC=2)C2C=CC=CC=2)(C2C=CC=CC=2)C2C=CC=CC=2)=CC=1>[CH3:39][N:40]([CH3:56])[CH:41]1[CH2:42][CH2:43][N:44]([C:47]2[CH:52]=[C:51]([C:2]3[C:10]4[C:9]([NH:11][C@H:12]([C:14]5[N:19]([C:20]6[CH:25]=[CH:24][CH:23]=[CH:22][CH:21]=6)[C:18](=[O:26])[C:17]6=[C:27]([CH3:30])[CH:28]=[CH:29][N:16]6[N:15]=5)[CH3:13])=[N:8][CH:7]=[N:6][C:5]=4[N:4]([CH2:31][O:32][CH2:33][CH2:34][Si:35]([CH3:38])([CH3:37])[CH3:36])[CH:3]=3)[CH:50]=[CH:49][N:48]=2)[CH2:45][CH2:46]1 |f:2.3.4,^1:66,68,87,106|. Product: CN(C1CCN(CC1)C1=NC=CC(=C1)C1=CN(C=2N=CN=C(C21)N[C@@H](C)C2=NN1C(C(N2C2=CC=CC=C2)=O)=C(C=C1)C)COCC[Si](C)(C)C)C ((S)-2-(1-((5-(2-(4-(Dimethylamino)piperidin-1-yl)pyridin-4-yl)-7-((2-(trimethylsilyl)ethoxy)methyl)-7H-pyrrolo[2,3-d]pyrimidin-4-yl)amino)ethyl)-5-methyl-3-phenylpyrrolo[2,1-f][1,2,4]triazin-4(3H)-one). Procedure details: (S)-2-(1-((5-Bromo-7-((2-(trimethylsilyl)ethoxy)methyl)-7H-pyrrolo[2,3-d]pyrimidin-4-yl)amino)ethyl)-5-methyl-3-phenylpyrrolo[2,1-f][1,2,4]triazin-4(3H)-one (50 mg, 0.08 mmol) was treated with (2-(4-(dimethylamino)piperidin-1-yl)pyridin-4-yl)boronic acid (43 mg, 0.17 mmol), tetrakis(triphenylphosphine)palladium(0) (15 mg, 0.01 mmol), aqueous solution 2M of sodium carbonate (200 μl, 0.4 mmol) and 5 ml N,N-dimethylformide as a solvent according to the method described in Preparation 186 but stirri... Starting materials: BrC1=CN(C=2N=CN=C(C21)N[C@@H](C)C2=NN1C(C(N2C2=CC=CC=C2)=O)=C(C=C1)C)COCC[Si](C)(C)C ((S)-2-(1-((5-Bromo-7-((2-(trimethylsilyl)ethoxy)methyl)-7H-pyrrolo[2,3-d]pyrimidin-4-yl)amino)ethyl)-5-methyl-3-phenylpyrrolo[2,1-f][1,2,4]triazin-4(3H)-one), CN(C1CCN(CC1)C1=NC=CC(=C1)B(O)O)C ((2-(4-(dimethylamino)piperidin-1-yl)pyridin-4-yl)boronic acid), C([O-])([O-])=O.[Na+].[Na+] (sodium carbonate). Reagents/catalysts: C=1C=CC(=CC1)[P](C=2C=CC=CC2)(C=3C=CC=CC3)[Pd]([P](C=4C=CC=CC4)(C=5C=CC=CC5)C=6C=CC=CC6)([P](C=7C=CC=CC7)(C=8C=CC=CC8)C=9C=CC=CC9)[P](C=1C=CC=CC1)(C=1C=CC=CC1)C=1C=CC=CC1 (tetrakis(triphenylphosphine)palladium(0)). Conditions: temperature 100 celsius, time 8 hour. Yield: 104.3%.